This data is from the Open Reaction Database (ORD), a public repository of structured organic reaction records. The task is: describe an organic reaction: reactants, conditions, products, and yield Starting materials: ClC=1N(C=C(N1)[N+](=O)[O-])C[C@]1(OC1)C ((R)-2-chloro-1-(2-methyloxiran-2-ylmethyl)-4-nitroimidazole), N1(CCCCC1)C1CCNCC1 (4-piperidinopiperidine), O (water). The solvent is CN(C)C=O (DMF). Reaction conditions: temperature 70 celsius, time 5 hour. The product is N1(CCCCC1)C1CCN(CC1)C[C@@](CN1C(=NC(=C1)[N+](=O)[O-])Cl)(O)C ((S)-1-(4-piperidinopiperidin-1-yl)-3-(2-chloro-4-nitroimidazol-1-yl)-2-methyl-propan-2-ol). Yield: 74.2%. RXN SMILES: [Cl:1][C:2]1[N:3]([CH2:10][C@:11]2([CH3:14])[CH2:13][O:12]2)[CH:4]=[C:5]([N+:7]([O-:9])=[O:8])[N:6]=1.[N:15]1([CH:21]2[CH2:26][CH2:25][NH:24][CH2:23][CH2:22]2)[CH2:20][CH2:19][CH2:18][CH2:17][CH2:16]1.O>CN(C=O)C>[N:15]1([CH:21]2[CH2:26][CH2:25][N:24]([CH2:13][C@:11]([CH3:14])([OH:12])[CH2:10][N:3]3[CH:4]=[C:5]([N+:7]([O-:9])=[O:8])[N:6]=[C:2]3[Cl:1])[CH2:23][CH2:22]2)[CH2:20][CH2:19][CH2:18][CH2:17][CH2:16]1. Procedure details: (R)-2-Chloro-1-(2-methyloxiran-2-ylmethyl)-4-nitroimidazole prepared in Example 12 (0.500 g, 2.29 mmol) and 4-piperidinopiperidine (0.425 g, 2.53 mmol) were dissolved in DMF (5 ml), and the solution was stirred at 70° C. for 5 hours. The reaction mixture was added water and extracted with ethyl acetate twice. The organic phases were combined, washed with water and a saturated saline solution, dried over sodium sulfate and then filtered. The resulting filtrate was concentrated under reduced press... Starting materials: C(C)(C)(C)OC(CN(C)CC1=CC=C(C=C1)CCN1C=NC2=C(C1=O)SC(=C2)C2=CC=C(C=C2)Cl)=O (N-(4-{2-[6-(4-chlorophenyl)-4-oxothieno[3,2-d]pyrimidin-3(4H) -yl]ethyl}benzyl)-N-methylglycine tert-butyl ester), C(C)(=O)OCC.Cl (hydrogen chloride-ethyl acetate). Run at time 3 hour. Yields the product Cl.Cl.ClC1=CC=C(C=C1)C1=CC=2N=CN(C(C2S1)=O)CCC1=CC=C(CN(CC(=O)O)C)C=C1 (N-(4-{2-[6-(4-chlorophenyl)-4-oxothieno[3,2-d]pyrimidin-3(4H) -yl]ethyl}benzyl)-N-methylglycine dihydrochloride). As a reaction SMILES: C([O:5][C:6](=[O:36])[CH2:7][N:8]([CH2:10][C:11]1[CH:16]=[CH:15][C:14]([CH2:17][CH2:18][N:19]2[C:24](=[O:25])[C:23]3[S:26][C:27]([C:29]4[CH:34]=[CH:33][C:32]([Cl:35])=[CH:31][CH:30]=4)=[CH:28][C:22]=3[N:21]=[CH:20]2)=[CH:13][CH:12]=1)[CH3:9])(C)(C)C.C(OCC)(=O)C.[ClH:43]>>[ClH:35].[ClH:43].[Cl:35][C:32]1[CH:33]=[CH:34][C:29]([C:27]2[S:26][C:23]3[C:24](=[O:25])[N:19]([CH2:18][CH2:17][C:14]4[CH:13]=[CH:12][C:11]([CH2:10][N:8]([CH3:9])[CH2:7][C:6]([OH:36])=[O:5])=[CH:16][CH:15]=4)[CH:20]=[N:21][C:22]=3[CH:28]=2)=[CH:30][CH:31]=1 |f:1.2,3.4.5|. Reported procedure: A mixture of the compound (0.92 g) obtained in Example 29 and 4N hydrogen chloride-ethyl acetate solution was stirred at room temperature for 3 hr. The solvent was evaporated under reduced pressure, and the residue was washed with ethyl acetate to give the title compound (115 mg) as a colorless powder. Reactants: CN(CCN1CCC(n2nc(C(F)(F)F)cc2C(=O)O)CC1)C(=O)OC(C)(C)C, ClCCCl, COc1ccc(N)c(N)c1, Cl, Cl, CN(C)C=O, On1nnc2ccccc21. The product is COc1ccc(N)c(NC(=O)c2cc(C(F)(F)F)nn2C2CCN(CCN(C)C(=O)OC(C)(C)C)CC2)c1. Reaction SMILES: [C:1]([CH3:2])([CH3:3])([CH3:4])[O:5][C:6](=[O:7])[N:8]([CH2:9][CH2:10][N:11]1[CH2:12][CH2:13][CH:14]([n:17]2[n:18][c:19]([C:25]([F:26])([F:27])[F:28])[cH:20][c:21]2[C:22](=[O:23])[OH:24])[CH2:15][CH2:16]1)[CH3:29].[CH2:30]([Cl:31])[CH2:32][Cl:33].[CH3:46][O:47][c:48]1[cH:49][c:50]([NH2:55])[c:51]([NH2:54])[cH:52][cH:53]1.[ClH:44].[ClH:45].[O:56]=[CH:57][N:58]([CH3:59])[CH3:60].[OH:34][n:35]1[c:36]2[c:37]([cH:38][cH:39][cH:40][cH:41]2)[n:42][n:43]1>>[C:1]([CH3:2])([CH3:3])([CH3:4])[O:5][C:6](=[O:7])[N:8]([CH2:9][CH2:10][N:11]1[CH2:12][CH2:13][CH:14]([n:17]2[n:18][c:19]([C:25]([F:26])([F:27])[F:28])[cH:20][c:21]2[C:22](=[O:23])[NH:55][c:50]2[cH:49][c:48]([O:47][CH3:46])[cH:53][cH:52][c:51]2[NH2:54])[CH2:15][CH2:16]1)[CH3:29].